From a dataset of the Open Reaction Database (ORD), a public repository of structured organic reaction records. describe an organic reaction: reactants, conditions, products, and yield Starting materials: C=CCn1cc(C2=C(c3c[nH]c4ccccc34)C(=O)NC2=O)c2cccc(Br)c21, CO. Yields the product C=CCn1cc(C2C(=O)NC(=O)C2c2c[nH]c3ccccc23)c2cccc(Br)c21. RXN SMILES: [CH2:1]([CH:2]=[CH2:3])[n:4]1[cH:5][c:6]([C:14]2=[C:18]([c:19]3[cH:20][nH:21][c:22]4[cH:23][cH:24][cH:25][cH:26][c:27]34)[C:17](=[O:28])[NH:16][C:15]2=[O:29])[c:7]2[cH:8][cH:9][cH:10][c:11]([Br:13])[c:12]12.[CH3:30][OH:31]>>[CH2:1]([CH:2]=[CH2:3])[n:4]1[cH:5][c:6]([CH:14]2[C:15](=[O:29])[NH:16][C:17](=[O:28])[CH:18]2[c:19]2[cH:20][nH:21][c:22]3[cH:23][cH:24][cH:25][cH:26][c:27]23)[c:7]2[cH:8][cH:9][cH:10][c:11]([Br:13])[c:12]12. Starting materials: C(C)(=O)NC1=CC=C(C(=O)O)C=C1 (p-acetamidobenzoic acid), O1CCCC1 (tetrahydrofuran), C(C(C)C)OC(=O)Cl (isobutylchloroformate), C1=CC(=CC=C1N)O (p-aminophenol). Solvent: O (water), C(C)N(CC)CC (triethylamine), N1=CC=CC=C1 (pyridine). The product is C1(=CC=CC=C1)O.C(C)(=O)NC1=CC=C(C(=O)N)C=C1 (p-Acetamidobenzamide phenol). RXN SMILES: [C:1]([NH:4][C:5]1[CH:13]=[CH:12][C:8]([C:9](O)=[O:10])=[CH:7][CH:6]=1)(=[O:3])[CH3:2].O1CCCC1.C(OC(Cl)=O)C(C)C.[CH:27]1[C:32]([NH2:33])=[CH:31][CH:30]=[C:29]([OH:34])[CH:28]=1>O.N1C=CC=CC=1.C(N(CC)CC)C>[C:29]1([OH:34])[CH:30]=[CH:31][CH:32]=[CH:27][CH:28]=1.[C:1]([NH:4][C:5]1[CH:13]=[CH:12][C:8]([C:9]([NH2:33])=[O:10])=[CH:7][CH:6]=1)(=[O:3])[CH3:2] |f:7.8|. Reported procedure: A solution of p-acetamidobenzoic acid (12.5 g.) in 250 ml. of tetrahydrofuran is treated with triethylamine (11.1 ml.). The mixture is then treated with isobutylchloroformate (10.4 ml.) and, after 5 min. at about 25° C., with p-aminophenol (13.3 g.) in 80 ml. of dry pyridine. After 40 min. the crude product is obtained by addition of 2 liters of water. The product is recrystallized from 500 ml. of hot methanol by dilution with 300 ml. of water as white crystals, 5.9 g., m.p. 275.0°-277.0° C. Reactants: OC1=C(C(=O)O)C(=C(C=C1)Br)C (2-Hydroxy-5-bromo-6-methylbenzoic acid), C(C(C)(C)C)(=O)Cl (pivaloylchloride), O1CCCC1 (tetrahydrofuran), N1=CC=CC=C1 (pyridine). The solvent is O (water), C(C)(=O)OCC (ethyl acetate). Reaction conditions: time 16 hour. Yields the product C(C(C)(C)C)(=O)OC1=C(C(=O)O)C(=C(C=C1)Br)C (2-Pivaloyloxy-5-bromo-6-methylbenzoic acid). RXN SMILES: [OH:1][C:2]1[CH:10]=[CH:9][C:8]([Br:11])=[C:7]([CH3:12])[C:3]=1[C:4]([OH:6])=[O:5].[C:13](Cl)(=[O:18])[C:14]([CH3:17])([CH3:16])[CH3:15].O1CCCC1.N1C=CC=CC=1>O.C(OCC)(=O)C>[C:13]([O:1][C:2]1[CH:10]=[CH:9][C:8]([Br:11])=[C:7]([CH3:12])[C:3]=1[C:4]([OH:6])=[O:5])(=[O:18])[C:14]([CH3:17])([CH3:16])[CH3:15]. Reported procedure: A mixture of 1B (6.45 g, 28 mmol), pivaloylchloride (3.62 g, 30 mmol), tetrahydrofuran (60 ml) and pyridine (2.45 ml) is stirred at room temperature for 16 hours. The reaction mixture is diluted with water and ethyl acetate. The organic phase is washed with water twice. The organic phase is concentrated in vacuo and the residue is re-crystallized from petrol ethers/diisopropylether (9:1 v/v) yielding the pure product as a white crystals, 6.3 g, (71.6%), mp. 144-145° C. Starting materials: CCN=C=NCCCN(C)C, CN, CN(C)C=O, CCOC(C)=O, ClCCl, On1nnc2ccccc21, O=C(O)COc1cccc2ccccc12. Product: CNC(=O)COc1cccc2ccccc12. Reaction SMILES: [CH3:1][N:2]([CH3:3])[CH2:4][CH2:5][CH2:6][N:7]=[C:8]=[N:9][CH2:10][CH3:11].[CH3:37][NH2:38].[CH3:42][N:43]([CH3:44])[CH:45]=[O:46].[CH3:47][CH2:48][O:49][C:50](=[O:51])[CH3:52].[Cl:39][CH2:40][Cl:41].[OH:27][n:28]1[c:29]2[cH:30][cH:31][cH:32][cH:33][c:34]2[n:35][n:36]1.[c:12]1([O:22][CH2:23][C:24](=[O:25])[OH:26])[cH:13][cH:14][cH:15][c:16]2[cH:17][cH:18][cH:19][cH:20][c:21]12>>[CH3:1][NH:2][C:24]([CH2:23][O:22][c:12]1[cH:13][cH:14][cH:15][c:16]2[cH:17][cH:18][cH:19][cH:20][c:21]12)=[O:26].